This data is from the Open Reaction Database (ORD), a public repository of structured organic reaction records. The task is: describe an organic reaction: reactants, conditions, products, and yield The reactants are Cl.Cl.CN1CCN(CC1)C1=CC=C(C(=O)Cl)C=C1 (4-(4-methylpiperazin-1-yl)benzoyl chloride dihydrochloride), NC1=NN(C2=C1N=C(S2)C(NC(C)(C2=CC=CC=C2)C)=O)C(=O)OC(C)(C)C (tert-butyl 3-amino-5-(1-methyl-1-phenylethylcarbamoyl)-1H-pyrazolo[4,3-d]thiazole-1-carboxylate), [Cl-].[Na+] (sodium chloride). Run in N1=CC=CC=C1 (pyridine). Reaction conditions: temperature 25 celsius, time 15 hour. Product: CC(C)(C1=CC=CC=C1)NC(=O)C=1SC2=C(N1)C(=NN2C(=O)OC(C)(C)C)NC(C2=CC=C(C=C2)N2CCN(CC2)C)=O (tert-butyl 5-(1-methyl-1-phenylethylcarbamoyl)-3-[4-(4-methylpiperazin-1-yl)benzoylamino]-1H-pyrazolo[4,3-d]thiazole-1-carboxylate). The yield is 43.7%. Reaction SMILES: [NH2:1][C:2]1[C:6]2[N:7]=[C:8]([C:10](=[O:21])[NH:11][C:12]([CH3:20])([C:14]3[CH:19]=[CH:18][CH:17]=[CH:16][CH:15]=3)[CH3:13])[S:9][C:5]=2[N:4]([C:22]([O:24][C:25]([CH3:28])([CH3:27])[CH3:26])=[O:23])[N:3]=1.Cl.Cl.[CH3:31][N:32]1[CH2:37][CH2:36][N:35]([C:38]2[CH:46]=[CH:45][C:41]([C:42](Cl)=[O:43])=[CH:40][CH:39]=2)[CH2:34][CH2:33]1.[Cl-].[Na+]>N1C=CC=CC=1>[CH3:13][C:12]([NH:11][C:10]([C:8]1[S:9][C:5]2[N:4]([C:22]([O:24][C:25]([CH3:28])([CH3:27])[CH3:26])=[O:23])[N:3]=[C:2]([NH:1][C:42](=[O:43])[C:41]3[CH:40]=[CH:39][C:38]([N:35]4[CH2:34][CH2:33][N:32]([CH3:31])[CH2:37][CH2:36]4)=[CH:46][CH:45]=3)[C:6]=2[N:7]=1)=[O:21])([C:14]1[CH:19]=[CH:18][CH:17]=[CH:16][CH:15]=1)[CH3:20] |f:1.2.3,4.5|. Procedure: 2.0 g (5.0 mmol) of tert-butyl 3-amino-5-(1-methyl-1-phenylethylcarbamoyl)-1H-pyrazolo[4,3-d]thiazole-1-carboxylate dissolved in 40 ml of pyridine are placed in a 250 ml round-bottomed flask under argon. 1.56 g (5.0 mmol) of 4-(4-methylpiperazin-1-yl)benzoyl chloride dihydrochloride (prepared according to WO 2005/113494) are then gradually added and the mixture is stirred for 15 hours at 25° C. The reaction medium is then concentrated to dryness under reduced pressure (40° C.) and the residue is... The reactants are C(C)(C)(C)OC(=O)N[C@H]1CNCC1 ((3R)(+)-3-(tert-butoxycarbonylamino)pyrrolidine), BrC1=CC(=C(C=C1)C)F (4-bromo-2-fluorotoluene). The product is C(C)(C)(C)OC(N[C@H]1CN(CC1)C1=CC(=C(C=C1)C)F)=O ((R)-1-(3-Fluoro-4-methylphenyl)pyrrolidine-3-carbamic acid tert-butyl ester). Reaction SMILES: [C:1]([O:5][C:6]([NH:8][C@@H:9]1[CH2:13][CH2:12][NH:11][CH2:10]1)=[O:7])([CH3:4])([CH3:3])[CH3:2].Br[C:15]1[CH:20]=[CH:19][C:18]([CH3:21])=[C:17]([F:22])[CH:16]=1>>[C:1]([O:5][C:6](=[O:7])[NH:8][C@@H:9]1[CH2:13][CH2:12][N:11]([C:15]2[CH:20]=[CH:19][C:18]([CH3:21])=[C:17]([F:22])[CH:16]=2)[CH2:10]1)([CH3:4])([CH3:2])[CH3:3]. Procedure: The title compound was prepared from (3R)(+)-3-(tert-butoxycarbonylamino)pyrrolidine and 4-bromo-2-fluorotoluene using the procedure outlined for Description 11. Procedure: To a stirred solution of 2-fluoro-4-(7-(quinolin-6-ylmethyl)imidazo[1,2-b][1,2,4]triazin-2-yl)benzoic acid (14, 1000 g, 2.12 mol) in acetonitrile (5 L) and CH2Cl2 (10 L) were charged HOBt (358 g, 2.65 mol, 1.25 equiv), and EDC hydrochloride (508.4 g, 2.65 mol, 1.25 equiv) at room temperature. Another portion of CH2Cl2 (10 L) was then added to the reaction mixture and the resulting reaction mixture was stirred at room temperature for 20 min. A 2.0 M solution of methylamine (MeNH2) in THF (3.44 L,... Yield: 125.3%. Yields the product FC1=C(C(=O)NC)C=CC(=C1)C=1C=NC=2N(N1)C(=CN2)CC=2C=C1C=CC=NC1=CC2 (2-Fluoro-N-methyl-4-(7-(quinolin-6-ylmethyl)imidazo[1,2-b][1,2,4]triazin-2-yl)benzamide). Run in C(C)#N (acetonitrile), C(Cl)Cl (CH2Cl2), C(Cl)Cl (CH2Cl2), C(Cl)Cl (CH2Cl2), CO (MeOH), CCCCCCC (Heptane). As a reaction SMILES: [F:1][C:2]1[CH:10]=[C:9]([C:11]2[CH:12]=[N:13][C:14]3[N:15]([C:17]([CH2:20][C:21]4[CH:22]=[C:23]5[C:28](=[CH:29][CH:30]=4)[N:27]=[CH:26][CH:25]=[CH:24]5)=[CH:18][N:19]=3)[N:16]=2)[CH:8]=[CH:7][C:3]=1[C:4](O)=[O:5].C1C=CC2N(O)N=[N:37][C:35]=2C=1.CCN=C=NCCCN(C)C.Cl.CN.C1COCC1>C(#N)C.C(Cl)Cl.CCCCCCC.CO>[F:1][C:2]1[CH:10]=[C:9]([C:11]2[CH:12]=[N:13][C:14]3[N:15]([C:17]([CH2:20][C:21]4[CH:22]=[C:23]5[C:28](=[CH:29][CH:30]=4)[N:27]=[CH:26][CH:25]=[CH:24]5)=[CH:18][N:19]=3)[N:16]=2)[CH:8]=[CH:7][C:3]=1[C:4]([NH:37][CH3:35])=[O:5] |f:2.3|. The reactants are FC1=C(C(=O)O)C=CC(=C1)C=1C=NC=2N(N1)C(=CN2)CC=2C=C1C=CC=NC1=CC2 (2-Fluoro-4-(7-(quinolin-6-ylmethyl)imidazo[1,2-b][1,2,4]triazin-2-yl)benzoic acid), C=1C=CC2=C(C1)N=NN2O (HOBt), CCN=C=NCCCN(C)C.Cl (EDC hydrochloride), CCN=C=NCCCN(C)C.Cl (EDC hydrochloride), solution, CN (methylamine), C1CCOC1 (THF), solution, CN (methylamine), C1CCOC1 (THF), FC1=C(C(=O)O)C=CC(=C1)C=1C=NC=2N(N1)C(=CN2)CC=2C=C1C=CC=NC1=CC2 (2-Fluoro-4-(7-(quinolin-6-ylmethyl)imidazo[1,2-b][1,2,4]triazin-2-yl)benzoic acid). Conditions: time 20 minute. Conditions: temperature 60 celsius, time 8 hour. As a reaction SMILES: [Br:1]N1C(=O)CCC1=O.[N:9]1([C:16]2[N:21]=[C:20]([CH:22]3[CH2:24][CH2:23]3)[N:19]=[C:18]([NH:25][CH:26]3[CH2:28][CH2:27]3)[CH:17]=2)[CH2:15][CH2:14][CH2:13][CH2:12][CH2:11][CH2:10]1>C(Cl)(Cl)Cl.ClCCl>[N:9]1([C:16]2[N:21]=[C:20]([CH:22]3[CH2:24][CH2:23]3)[N:19]=[C:18]([NH:25][CH:26]3[CH2:28][CH2:27]3)[C:17]=2[Br:1])[CH2:15][CH2:14][CH2:13][CH2:12][CH2:11][CH2:10]1. Isolated yield 20.7%. Reported procedure: N-Bromosuccinimide (0.39 g, 2.2 mmol) is added to a solution of 6-(1-azepanyl)-N,2-dicyclopropyl-4-pyrimidinamine 62 (0.5 g, 1.84 mmol) in chloroform (2 ml). The mixture is stirred at 60° C. overnight then cooled, diluted with dichloromethane and washed two times with water. The combined organic layers are dried over magnesium sulfate and concentrated in vacuo. The crude mixture is purified by column chromatography (dichloromethane/ethanol: 97/3) to give pure 6-azepan-1-yl-5-bromo-N,2-dicyclopro... The product is N1(CCCCCC1)C1=C(C(=NC(=N1)C1CC1)NC1CC1)Br (6-azepan-1-yl-5-bromo-N,2-dicyclopropylpyrimidin-4-amine). The solvent is C(Cl)(Cl)Cl (chloroform), ClCCl (dichloromethane). Starting materials: BrN1C(CCC1=O)=O (N-Bromosuccinimide), N1(CCCCCC1)C1=CC(=NC(=N1)C1CC1)NC1CC1 (6-(1-azepanyl)-N,2-dicyclopropyl-4-pyrimidinamine). The reactants are COC(CCN1N=C(C(N(C1=O)C(=O)C1=CC=CC=C1)=O)C)OC (2-[3,3-bis(methyloxy)propyl]-6-methyl-4-(phenylcarbonyl)-1,2,4-triazine-3,5(2H,4H)-dione), Cl (hydrochloric acid). Solvent: O1CCCC1 (Tetrahydrofuran). Run at time 2.5 hour. Product: CC=1C(N(C(N(N1)CCC=O)=O)C(=O)C1=CC=CC=C1)=O (3-[6-methyl-3,5-dioxo-4-(phenylcarbonyl)-4,5-dihydro-1,2,4-triazin-2(3H)-yl]propanal), crude product. RXN SMILES: C[O:2][CH:3](OC)[CH2:4][CH2:5][N:6]1[C:11](=[O:12])[N:10]([C:13]([C:15]2[CH:20]=[CH:19][CH:18]=[CH:17][CH:16]=2)=[O:14])[C:9](=[O:21])[C:8]([CH3:22])=[N:7]1.Cl>O1CCCC1>[CH3:22][C:8]1[C:9](=[O:21])[N:10]([C:13]([C:15]2[CH:20]=[CH:19][CH:18]=[CH:17][CH:16]=2)=[O:14])[C:11](=[O:12])[N:6]([CH2:5][CH2:4][CH:3]=[O:2])[N:7]=1. Procedure: To a solution of 2-[3,3-bis(methyloxy)propyl]-6-methyl-4-(phenylcarbonyl)-1,2,4-triazine-3,5(2H,4H)-dione (P3, 92 mg, 0.276 mmol) in Tetrahydrofuran (THF) (2.3 mL), 1N hydrochloric acid aqueous solution (0.690 mL, 0.690 mmol) was added and the mixture was stirred at rt for 2.5 hours. The reaction was then quenched with water and extracted with AcOEt. Organic phase was washed with water and NaHCO3 saturated solution, dried over Na2SO4 and evaporated under reduced pressure affording 3-[6-methyl-3,... Starting materials: ClC1=C(C(=O)Cl)C=CC(=N1)Cl (2,6-dichloronicotinoyl chloride), NC12CC3CC(CC(C1)C3)C2 (1-aminoadamantane), C(C)N(C(C)C)C(C)C (N-ethyldiisopropylamine). Solvent: C(Cl)Cl (DCM), C(Cl)Cl (DCM), CCOC(=O)C (EtOAc). Reaction conditions: time 18 hour. Yields the product C12(CC3CC(CC(C1)C3)C2)NC(C2=C(N=C(C=C2)Cl)Cl)=O (N-adamantan-1-yl-2,6-dichloronicotinamide). The yield is 85.6%. Reaction SMILES: [Cl:1][C:2]1[N:10]=[C:9]([Cl:11])[CH:8]=[CH:7][C:3]=1[C:4](Cl)=[O:5].[NH2:12][C:13]12[CH2:22][CH:17]3[CH2:18][CH:19]([CH2:21][CH:15]([CH2:16]3)[CH2:14]1)[CH2:20]2.C(N(C(C)C)C(C)C)C>C(Cl)Cl.CCOC(C)=O>[C:13]12([NH:12][C:4](=[O:5])[C:3]3[CH:7]=[CH:8][C:9]([Cl:11])=[N:10][C:2]=3[Cl:1])[CH2:20][CH:19]3[CH2:18][CH:17]([CH2:16][CH:15]([CH2:21]3)[CH2:14]1)[CH2:22]2. Procedure: A solution of 2,6-dichloronicotinoyl chloride (4.21 g, 20 mmol) in DCM (20 mL) was added dropwise to a stirred suspension of 1-aminoadamantane (3.03 g, 20 mmol) and N-ethyldiisopropylamine (4.19 mL, 24 mmol) in DCM (20 mL) at 0° C., over a period of 30 minutes under nitrogen. The resulting suspension was stirred at room temperature for 18 hours. The reaction mixture was diluted with EtOAc (500 mL), and washed sequentially with water (100 mL) and saturated brine (50 mL). The organic layer was dri... Starting materials: ClC=1C=C(C=C(C1)Cl)C1=NN(C(=C1)C=1C=NC2=CC(=CC=C2C1)OC)[C@@H](C)C1=CC=C(C(=O)NCCC(=O)OC(C)(C)C)C=C1 (tert-butyl N-(4-{(1S)-1-[3-(3,5-dichlorophenyl)-5-(7-methoxyquinolin-3-yl)-1H-pyrazol-1-yl]ethyl}benzoyl)-β-alaninate), C(=O)(C(F)(F)F)O (TFA). Procedure: To a solution of the intermediate from step I (64 mg) in CH2Cl2(2 mL) was added TFA (2 mL). After the reaction was stirred at room temperature for 30 minutes it was concentrated in vacuo and azeotroped with toluene (3×). The resulting light yellow solid was dissolved in 1,4-dioxane and lyophilized overnight to afford the product as a white solid. 1H NMR (DMSO, 500 MHz) 8.8 (d, J=1.6 Hz, 1H), 8.45 (t, J=5.5 Hz, 1H), 8.38 (s, 1H), 7.94 (s, 2H), 7.92 (d, J=8.4 Hz, 2H), 7.72 (d, J=8.0 Hz, 2H), 7.58 ... Product: ClC=1C=C(C=C(C1)Cl)C1=NN(C(=C1)C=1C=NC2=CC(=CC=C2C1)OC)[C@@H](C)C1=CC=C(C(=O)NCCC(=O)O)C=C1 (N-(4-{(1S)-1-[3-(3,5-dichlorophenyl)-5-(7-methoxyquinolin-3-yl)-1H-pyrazol-1-yl]ethyl}benzoyl)-β-alanine). Reaction SMILES: [Cl:1][C:2]1[CH:3]=[C:4]([C:9]2[CH:13]=[C:12]([C:14]3[CH:15]=[N:16][C:17]4[C:22]([CH:23]=3)=[CH:21][CH:20]=[C:19]([O:24][CH3:25])[CH:18]=4)[N:11]([C@H:26]([C:28]3[CH:45]=[CH:44][C:31]([C:32]([NH:34][CH2:35][CH2:36][C:37]([O:39]C(C)(C)C)=[O:38])=[O:33])=[CH:30][CH:29]=3)[CH3:27])[N:10]=2)[CH:5]=[C:6]([Cl:8])[CH:7]=1.C(O)(C(F)(F)F)=O>C(Cl)Cl>[Cl:8][C:6]1[CH:5]=[C:4]([C:9]2[CH:13]=[C:12]([C:14]3[CH:15]=[N:16][C:17]4[C:22]([CH:23]=3)=[CH:21][CH:20]=[C:19]([O:24][CH3:25])[CH:18]=4)[N:11]([C@H:26]([C:28]3[CH:29]=[CH:30][C:31]([C:32]([NH:34][CH2:35][CH2:36][C:37]([OH:39])=[O:38])=[O:33])=[CH:44][CH:45]=3)[CH3:27])[N:10]=2)[CH:3]=[C:2]([Cl:1])[CH:7]=1. Run at time 30 minute. The solvent is C(Cl)Cl (CH2Cl2). The reactants are NC1=CC=C(C=C1)S(=O)(=O)N1C(C(C2=CC(=CC=C12)Cl)(NC(=O)N(CC)CC)C1=C(C=CC=C1)Cl)=O (1-(4-Aminobenzenesulfonyl)-5-chloro-3-(2-chlorophenyl)-3-(N',N'-diethylureido)-1,3-dihydroindol-2-one), C(C(C)(C)C)(=O)Cl (pivaloyl chloride). Run in N1=CC=CC=C1 (pyridine). Run at time 18 hour. The product is C(C)(C)(C)C(=O)NC1=CC=C(C=C1)S(=O)(=O)N1C(C(C2=CC(=CC=C12)Cl)(NC(=O)N(CC)CC)C1=C(C=CC=C1)Cl)=O (1-[4-(tert-Butanecarboxamido)benzenesulfonyl]-5-chloro-3-(2-chlorophenyl)-3-(N',N'-diethylureido)-1,3-dihydroindol-2-one). RXN SMILES: [NH2:1][C:2]1[CH:7]=[CH:6][C:5]([S:8]([N:11]2[C:19]3[C:14](=[CH:15][C:16]([Cl:20])=[CH:17][CH:18]=3)[C:13]([C:29]3[CH:34]=[CH:33][CH:32]=[CH:31][C:30]=3[Cl:35])([NH:21][C:22]([N:24]([CH2:27][CH3:28])[CH2:25][CH3:26])=[O:23])[C:12]2=[O:36])(=[O:10])=[O:9])=[CH:4][CH:3]=1.[C:37](Cl)(=[O:42])[C:38]([CH3:41])([CH3:40])[CH3:39]>N1C=CC=CC=1>[C:38]([C:37]([NH:1][C:2]1[CH:7]=[CH:6][C:5]([S:8]([N:11]2[C:19]3[C:14](=[CH:15][C:16]([Cl:20])=[CH:17][CH:18]=3)[C:13]([C:29]3[CH:34]=[CH:33][CH:32]=[CH:31][C:30]=3[Cl:35])([NH:21][C:22]([N:24]([CH2:25][CH3:26])[CH2:27][CH3:28])=[O:23])[C:12]2=[O:36])(=[O:10])=[O:9])=[CH:4][CH:3]=1)=[O:42])([CH3:41])([CH3:40])[CH3:39]. Procedure details: A solution of 0.400 g of the compound obtained in EXAMPLE 13 in 3 ml of pyridine is cooled to 0° C. and 0.100 g of pivaloyl chloride is added. The mixture is stirred for 18 hours, the temperature being allowed to rise to RT, and then evaporated under vacuum. The residue is extracted with AcOEt, washed with a 5% solution of potassium hydrogensulfate, dried over sodium sulfate and evaporated under vacuum. The residue is chromatographed on silica using a DCM/AcOEt mixture (95/5; v/v) as the eluent ... Reactants: C[O-].[Na+] (sodium methylate), diethyl ortho-nitrobenzyl phosphonate, [N+](=O)([O-])C1=C(C=O)C=CC(=C1)Cl (2-nitro-4-chlorobenzaldehyde). The solvent is CO (methanol), CO (methanol). Run at time 1 hour. Yields the product [N+](=O)([O-])C1=C(C=CC(=C1)Cl)\C=C\C1=C(C=CC=C1)[N+](=O)[O-] (trans-2,2'-dinitro-4-chlorostilbene). Yield: 90.0%. RXN SMILES: C[O-].[Na+].[N+:4]([C:7]1[CH:14]=[C:13]([Cl:15])[CH:12]=[CH:11][C:8]=1[CH:9]=O)([O-:6])=[O:5]>CO>[N+:4]([C:7]1[CH:14]=[C:13]([Cl:15])[CH:12]=[CH:11][C:8]=1/[CH:9]=[CH:9]/[C:8]1[CH:11]=[CH:12][CH:13]=[CH:14][C:7]=1[N+:4]([O-:6])=[O:5])([O-:6])=[O:5] |f:0.1|. Procedure details: In a solution of 1.6 g. of sodium methylate in 20 ml. of methanol, 8.2 g. of diethyl ortho-nitrobenzyl phosphonate was dissolved. To this solution was dropwise added a solution of 5.5 g. of 2-nitro-4-chlorobenzaldehyde in 20 ml. of methanol with stirring at ambient temperature. After stirring continuously for one hour, crystalline materials formed which were filtered and washed with a small amount of ethanol and water to give 8.2 g. (90% yield) of trans-2,2'-dinitro-4-chlorostilbene. Recrystalli...